Dataset: the Open Reaction Database (ORD), a public repository of structured organic reaction records. Task: describe an organic reaction: reactants, conditions, products, and yield The reactants are CCOC(=O)c1cnc2cccc(OCc3ccccc3)c2c1, C1CCOC1, [Li+], [OH-]. Yields the product O=C(O)c1cnc2cccc(OCc3ccccc3)c2c1. Reaction SMILES: [CH2:1]([c:2]1[cH:3][cH:4][cH:5][cH:6][cH:7]1)[O:8][c:9]1[c:10]2[cH:11][c:12]([C:19](=[O:20])[O:21][CH2:22][CH3:23])[cH:13][n:14][c:15]2[cH:16][cH:17][cH:18]1.[CH2:26]1[O:27][CH2:28][CH2:29][CH2:30]1.[Li+:25].[OH-:24]>>[CH2:1]([c:2]1[cH:3][cH:4][cH:5][cH:6][cH:7]1)[O:8][c:9]1[c:10]2[cH:11][c:12]([C:19](=[O:20])[OH:21])[cH:13][n:14][c:15]2[cH:16][cH:17][cH:18]1.